This data is from the Open Reaction Database (ORD), a public repository of structured organic reaction records. The task is: describe an organic reaction: reactants, conditions, products, and yield The reactants are CCOC(=O)C1C(=O)CC(=O)CC1c1ccc(OC)c(OC)c1, Cl, [K+], [OH-]. Yields the product COc1ccc(C2CC(=O)CC(=O)C2)cc1OC. Reaction SMILES: [CH3:1][O:2][c:3]1[cH:4][c:5]([CH:11]2[CH:12]([C:19]([O:20][CH2:21][CH3:22])=[O:23])[C:13](=[O:18])[CH2:14][C:15](=[O:17])[CH2:16]2)[cH:6][cH:7][c:8]1[O:9][CH3:10].[ClH:24].[K+:26].[OH-:25]>>[CH3:1][O:2][c:3]1[cH:4][c:5]([CH:11]2[CH2:12][C:13](=[O:18])[CH2:14][C:15](=[O:17])[CH2:16]2)[cH:6][cH:7][c:8]1[O:9][CH3:10]. Starting materials: monomer, Cl (HCl), BrC1=CC2=C(CC2)C=C1 (4-bromobenzocyclobutane), C(C)(C)(C)C1=CC=C(C=C)C=C1 (4-tert-butylstyrene), C(CCC)N(CCCC)CCCC (tri-n-butylamine), C1(=C(C=CC=C1)P(C1=C(C=CC=C1)C)C1=C(C=CC=C1)C)C (tri-o-tolylphosphine). Reagents/catalysts: C(C)(=O)[O-].[Pd+2].C(C)(=O)[O-] (palladium (II) acetate). Run in C(C)#N (acetonitrile). Product: C(C)(C)(C)C1=CC=C(C=C1)C=CC1=CC2=C(C=C2)C=C1 (1-(p-tert-butylphenyl)-2-(4-benzocyclobutenyl)ethene). RXN SMILES: Br[C:2]1[CH:9]=[CH:8][C:5]2[CH2:6][CH2:7][C:4]=2[CH:3]=1.[C:10]([C:14]1[CH:21]=[CH:20][C:17]([CH:18]=[CH2:19])=[CH:16][CH:15]=1)([CH3:13])([CH3:12])[CH3:11].C(N(CCCC)CCCC)CCC.C1(C)C=CC=CC=1P(C1C=CC=CC=1C)C1C=CC=CC=1C.Cl>C([O-])(=O)C.[Pd+2].C([O-])(=O)C.C(#N)C>[C:10]([C:14]1[CH:15]=[CH:16][C:17]([CH:18]=[CH:19][C:2]2[CH:9]=[CH:8][C:5]3[CH:6]=[CH:7][C:4]=3[CH:3]=2)=[CH:20][CH:21]=1)([CH3:13])([CH3:12])[CH3:11] |f:5.6.7|. Reported procedure: A solution of 3.0 g 4-bromobenzocyclobutane, 2.6 g 4-tert-butylstyrene, 3.0 g tri-n-butylamine, 150 mg tri-o-tolylphosphine, 36 mg palladium (II) acetate, and 10 ml acetonitrile is stirred under nitrogen at reflux for 4 hours. The reaction mixture is poured into 60 ml of 10 percent HCl. The product is isolated by filtration, dried, recrystallized from ethanol, and isolated. About 1.8 g of monomer is prepared. Starting materials: Cn1nc(-c2cc(C=C(Cl)C(=O)OC(C)(C)C)c(Cl)cc2F)c(Cl)c1OC(F)F, ClCCl, O=C(O)C(F)(F)F. Product: Cn1nc(-c2cc(C=C(Cl)C(=O)O)c(Cl)cc2F)c(Cl)c1OC(F)F. Reaction SMILES: [Cl:1][C:2]([C:3](=[O:4])[O:5][C:6]([CH3:7])([CH3:8])[CH3:9])=[CH:10][c:11]1[c:12]([Cl:29])[cH:13][c:14]([F:28])[c:15](-[c:17]2[n:18][n:19]([CH3:27])[c:20]([O:23][CH:24]([F:25])[F:26])[c:21]2[Cl:22])[cH:16]1.[Cl:37][CH2:38][Cl:39].[OH:30][C:31]([C:32]([F:33])([F:34])[F:35])=[O:36]>>[Cl:1][C:2]([C:3](=[O:4])[OH:5])=[CH:10][c:11]1[c:12]([Cl:29])[cH:13][c:14]([F:28])[c:15](-[c:17]2[n:18][n:19]([CH3:27])[c:20]([O:23][CH:24]([F:25])[F:26])[c:21]2[Cl:22])[cH:16]1. Reactants: CCC(C)=O, CI, N#Cc1c(Cl)c(Cl)c(Cl)c(Cl)c1C(=O)O, [K], O. Yields the product COC(=O)c1c(Cl)c(Cl)c(Cl)c(Cl)c1C#N. As a reaction SMILES: [CH2:17]([C:18]([CH3:19])=[O:20])[CH3:21].[CH3:22][I:23].[Cl:2][c:3]1[c:4]([C:15]#[N:16])[c:5]([C:6](=[O:7])[OH:8])[c:9]([Cl:14])[c:10]([Cl:13])[c:11]1[Cl:12].[K:1].[OH2:24]>>[Cl:2][c:3]1[c:4]([C:15]#[N:16])[c:5]([C:6](=[O:7])[O:8][CH3:17])[c:9]([Cl:14])[c:10]([Cl:13])[c:11]1[Cl:12]. Reactants: Cl.FC1=C(C=CC(=C1)F)C(CN1N=CN=C1)=O (2',4'-Difluoro-2-(1H-1,2,4-triazol-1-yl)acetophenone hydrochloride), [I-].C[S+](=O)(C)C (trimethylsulphoxonium iodide), [OH-].[Na+] (sodium hydroxide). Reagents/catalysts: CCCCCCCCCCCCCC[N+](C)(C)C (cetrimide). Solvent: C1(=CC=CC=C1)C (toluene). Reaction conditions: temperature 0 celsius, time 1 hour. Yields the product CS(=O)(=O)O.FC1=C(C=CC(=C1)F)C1(CN2N=CN=C2)CO1 (1-[2-(2,4-Difluorophenyl)-2,3-epoxypropyl]-1H-1,2,4-triazole methanesulphonate). The yield is 56.0%. As a reaction SMILES: Cl.[F:2][C:3]1[CH:8]=[C:7]([F:9])[CH:6]=[CH:5][C:4]=1[C:10](=[O:17])[CH2:11][N:12]1[CH:16]=[N:15][CH:14]=[N:13]1.[I-].[CH3:19][S+:20]([CH3:23])(C)=[O:21].[OH-:24].[Na+]>C1(C)C=CC=CC=1.CCCCCCCCCCCCCC[N+](C)(C)C>[CH3:23][S:20]([OH:17])(=[O:21])=[O:24].[F:2][C:3]1[CH:8]=[C:7]([F:9])[CH:6]=[CH:5][C:4]=1[C:10]1([O:17][CH2:19]1)[CH2:11][N:12]1[CH:16]=[N:15][CH:14]=[N:13]1 |f:0.1,2.3,4.5,8.9|. Procedure details: 2',4'-Difluoro-2-(1H-1,2,4-triazol-1-yl)acetophenone hydrochloride (59.6 g, 0.23M), trimethylsulphoxonium iodide (50.6 g, 0.23M) and cetrimide (2.1 g) were stirred in a mixture of toluene (370 ml) and 20% w/w aqueous sodium hydroxide at 60° for 3 hours. The toluene layer was separated and concentrated to 110 ml then diluted with ethyl acetate (150 ml). A solution of methanesulphonic acid (16.6 g, 0.172M) in ethyl acetate (20 ml) was added. More ethyl acetate (100 ml) was added and the mixture wa... The reactants are CC(C)(C)[Si](OCCOCC(O)C(=O)Nc1ccc(Cl)cn1)(c1ccccc1)c1ccccc1, C1CCOC1, CCOC(C)=O, N#Cc1cccc(Cl)c1-n1ncc2c(Cl)ncnc21, [H-], [Na+], O, O=C(O)CC(O)(CC(=O)O)C(=O)O. Yields the product CC(C)(C)[Si](OCCOCC(Oc1ncnc2c1cnn2-c1c(Cl)cccc1C#N)C(=O)Nc1ccc(Cl)cn1)(c1ccccc1)c1ccccc1. Reaction SMILES: [C:3]([CH3:4])([CH3:5])([CH3:6])[Si:7]([O:8][CH2:9][CH2:10][O:11][CH2:12][CH:13]([C:14](=[O:15])[NH:16][c:17]1[n:18][cH:19][c:20]([Cl:23])[cH:21][cH:22]1)[OH:24])([c:25]1[cH:26][cH:27][cH:28][cH:29][cH:30]1)[c:31]1[cH:32][cH:33][cH:34][cH:35][cH:36]1.[CH2:69]1[O:70][CH2:71][CH2:72][CH2:73]1.[CH3:75][CH2:76][O:77][C:78]([CH3:79])=[O:80].[Cl:37][c:38]1[c:39](-[n:46]2[n:47][cH:48][c:49]3[c:50]2[n:51][cH:52][n:53][c:54]3[Cl:55])[c:40]([C:41]#[N:42])[cH:43][cH:44][cH:45]1.[H-:1].[Na+:2].[OH2:74].[OH:56][C:57]([CH2:58][C:59]([C:60](=[O:61])[OH:62])([CH2:63][C:64](=[O:65])[OH:66])[OH:67])=[O:68]>>[C:3]([CH3:4])([CH3:5])([CH3:6])[Si:7]([O:8][CH2:9][CH2:10][O:11][CH2:12][CH:13]([C:14](=[O:15])[NH:16][c:17]1[n:18][cH:19][c:20]([Cl:23])[cH:21][cH:22]1)[O:24][c:54]1[c:49]2[cH:48][n:47][n:46](-[c:39]3[c:38]([Cl:37])[cH:45][cH:44][cH:43][c:40]3[C:41]#[N:42])[c:50]2[n:51][cH:52][n:53]1)([c:25]1[cH:26][cH:27][cH:28][cH:29][cH:30]1)[c:31]1[cH:32][cH:33][cH:34][cH:35][cH:36]1. Reactants: [BH4-], CO, O=Cc1cc2ccccc2nc1Cl, [Na+]. Product: OCc1cc2ccccc2nc1Cl. As a reaction SMILES: [BH4-:14].[CH3:16][OH:17].[Cl:1][c:2]1[n:3][c:4]2[cH:5][cH:6][cH:7][cH:8][c:9]2[cH:10][c:11]1[CH:12]=[O:13].[Na+:15]>>[Cl:1][c:2]1[n:3][c:4]2[cH:5][cH:6][cH:7][cH:8][c:9]2[cH:10][c:11]1[CH2:12][OH:13].